The task is: describe an organic reaction: reactants, conditions, products, and yield. This data is from the Open Reaction Database (ORD), a public repository of structured organic reaction records. Reactants: NC1=CC(=C(C(=O)O)C=C1C#N)O (4-Amino-5-cyano-2-hydroxybenzoic acid), N1=CC=CC2=CC=CC=C12 (quinoline). Yields the product NC1=C(C#N)C=CC(=C1)O (2-Amino-4-hydroxybenzonitrile). Run at temperature 160 celsius. Solvent: [OH-].[Na+] (sodium hydroxide). The yield is 76.0%. Reported procedure: 4-Amino-5-cyano-2-hydroxybenzoic acid (2.1 g, 11.79 mmol) is added to a quinoline solution already heated to 160° C. (12 ml) and the reaction solution is stirred at 180° C. for a further hour. After cooling, it is diluted with about 50 ml of a 1N sodium hydroxide solution. The mixture is extracted with dichloromethane. Subsequently, the aqueous phase is adjusted to pH 6.5 with hydrochloric acid and extracted with ethyl acetate and methanol (as a solubilizer). The combined organic phases are drie... As a reaction SMILES: [NH2:1][C:2]1[C:10]([C:11]#[N:12])=[CH:9][C:5](C(O)=O)=[C:4]([OH:13])[CH:3]=1.N1C2C(=CC=CC=2)C=CC=1>[OH-].[Na+]>[NH2:1][C:2]1[CH:3]=[C:4]([OH:13])[CH:5]=[CH:9][C:10]=1[C:11]#[N:12] |f:2.3|. Yields the product CCOC(=O)Cc1c(C(=O)OCC)c(O)c(C(=O)c2ccccc2CCl)n1C. Reaction SMILES: [C:38](=[O:39])([OH:40])[O-:41].[CH2:1]([CH3:2])[O:3][C:4](=[O:5])[c:6]1[c:7]([CH2:13][C:14](=[O:15])[O:16][CH2:17][CH3:18])[n:8]([CH3:12])[cH:9][c:10]1[OH:11].[CH2:44]([Cl:45])[Cl:46].[Cl:19][CH2:20][c:21]1[c:22]([C:23](=[O:24])[Cl:25])[cH:26][cH:27][cH:28][cH:29]1.[Na+:42].[OH2:43].[OH:30][S:31]([C:32]([F:33])([F:34])[F:35])(=[O:36])=[O:37]>>[CH2:1]([CH3:2])[O:3][C:4](=[O:5])[c:6]1[c:7]([CH2:13][C:14](=[O:15])[O:16][CH2:17][CH3:18])[n:8]([CH3:12])[c:9]([C:23]([c:22]2[c:21]([CH2:20][Cl:19])[cH:29][cH:28][cH:27][cH:26]2)=[O:24])[c:10]1[OH:11]. The reactants are O=C([O-])O, CCOC(=O)Cc1c(C(=O)OCC)c(O)cn1C, ClCCl, O=C(Cl)c1ccccc1CCl, [Na+], O, O=S(=O)(O)C(F)(F)F. Starting materials: NC1=C(C=C(C=C1)F)O (2-amino-5-fluorophenol), C(C(O)C)(=O)O (lactic acid), C(Cl)Cl (methylene chloride). Run in C=1(C(=CC=CC1)C)C (xylene). The product is FC1=CC2=C(N=C(O2)C(C)O)C=C1 (6-fluoro-2-(1-hydroxyethyl)benzoxazole). The yield is 61.2%. Reaction SMILES: [NH2:1][C:2]1[CH:7]=[CH:6][C:5]([F:8])=[CH:4][C:3]=1[OH:9].[C:10](O)(=O)[CH:11]([CH3:13])[OH:12].C(Cl)Cl>C1(C)C(C)=CC=CC=1>[F:8][C:5]1[CH:6]=[CH:7][C:2]2[N:1]=[C:10]([CH:11]([OH:12])[CH3:13])[O:9][C:3]=2[CH:4]=1. Procedure: A suspension of 2-amino-5-fluorophenol (5.50 g, 43.3 mmol) and 85-92% lactic acid (6 g) in xylene was refluxed overnight while removing off water by-produced as a result of the reaction. After replacing the solvent with methylene chloride, the resultant mixture was washed with saturated aqueous sodium bicarbonate, water, and saturated aqueous sodium chloride, dried over magnesium sulfate, and then concentrated. The resulting residue was subjected to recrystallization from a mixture of diisopropy... Conditions: time 3 hour. The solvent is CO (methanol). Reaction SMILES: [F:1][C:2]1[CH:30]=[CH:29][C:5]([O:6][CH2:7][C@@H:8]([OH:28])/[CH:9]=[CH:10]/[C:11]#[C:12]/[CH:13]=[CH:14]/[CH:15]=[CH:16]/[C@@H:17]([OH:27])[C@@H:18]([OH:26])[CH2:19][O:20][CH2:21][C:22]([O:24]C)=[O:23])=[CH:4][CH:3]=1.[OH-].[Na+].P([O-])([O-])([O-])=O.[K+].[K+].[K+]>CO>[F:1][C:2]1[CH:30]=[CH:29][C:5]([O:6][CH2:7][C@@H:8]([OH:28])/[CH:9]=[CH:10]/[C:11]#[C:12]/[CH:13]=[CH:14]/[CH:15]=[CH:16]/[C@@H:17]([OH:27])[C@@H:18]([OH:26])[CH2:19][O:20][CH2:21][C:22]([OH:24])=[O:23])=[CH:4][CH:3]=1 |f:1.2,3.4.5.6|. Reported procedure: A solution of (5S,6R,7E,9E,13E,15S)-16-(4-fluorophenoxy)-5,6,15-trihydroxy-3-oxahexadeca-7,9,13-trien-11-ynoic acid, methyl ester, (0.4 g, 0.95 mmol) in methanol (20 mL) was treated with 1 N NaOH (aq) (4 mL, 4 mmol) solution and shaken and allowed to stand for three hours. The reaction mixture was then treated with saturated potassium monophosphate and poured onto an HP20 column. Elution with a gradient of methanol in water gave 0.35 g of (5S,6R,7E,9E,13E,15S)-16-(4-fluorophenoxy)-5,6,15-trihydr... Yields the product FC1=CC=C(OC[C@H](/C=C/C#C/C=C/C=C/[C@H]([C@H](COCC(=O)O)O)O)O)C=C1 ((5S,6R,7E,9E,13E,15S)-16-(4-fluorophenoxy)-5,6,15-trihydroxy-3-oxahexadeca-7,9,13-trien-11-ynoic acid). The yield is 90.7%. The reactants are FC1=CC=C(OC[C@H](/C=C/C#C/C=C/C=C/[C@H]([C@H](COCC(=O)OC)O)O)O)C=C1 ((5S,6R,7E,9E,13E,15S)-16-(4-fluorophenoxy)-5,6,15-trihydroxy-3-oxahexadeca-7,9,13-trien-11-ynoic acid, methyl ester), [OH-].[Na+] (NaOH), P(=O)([O-])([O-])[O-].[K+].[K+].[K+] (potassium monophosphate). Starting materials: N1C(COCC1)CO (Morpholin-3-ylmethanol), ICC (iodoethane), C(=O)([O-])[O-].[K+].[K+] (K2CO3). Run in O (water), CN(C=O)C (N,N-dimethylformamide). Yields the product C(C)N1C(COCC1)CO ((4-ethylmorpholin-3-yl)methanol). Reaction SMILES: [NH:1]1[CH2:6][CH2:5][O:4][CH2:3][CH:2]1[CH2:7][OH:8].I[CH2:10][CH3:11].C([O-])([O-])=O.[K+].[K+]>CN(C)C=O.O>[CH2:10]([N:1]1[CH2:6][CH2:5][O:4][CH2:3][CH:2]1[CH2:7][OH:8])[CH3:11] |f:2.3.4|. Reported procedure: Morpholin-3-ylmethanol (500 mg) and iodoethane (666 mg) in N,N-dimethylformamide was treated with K2CO3 (1.1 g) overnight. The reaction mixture was diluted with water and extracted with ethyl acetate. The organic layer was dried over Na2SO4 and concentrated to provide the title compound. The reactants are BrC=1C(CCC1)CCO (2-(2-Bromo-cyclopent-2-enyl)-ethanol), C(=O)([O-])[O-].[Na+].[Na+] (Na2CO3), FC1=C(C=CC=C1)B(O)O (2-fluorophenylboronic acid). The reagents and catalysts are C=1C=CC(=CC1)[P](C=2C=CC=CC2)(C=3C=CC=CC3)[Pd]([P](C=4C=CC=CC4)(C=5C=CC=CC5)C=6C=CC=CC6)([P](C=7C=CC=CC7)(C=8C=CC=CC8)C=9C=CC=CC9)[P](C=1C=CC=CC1)(C=1C=CC=CC1)C=1C=CC=CC1 (Tetrakis(triphenylphosphine)palladium(0)), C=1C=CC(=CC1)[P](C=2C=CC=CC2)(C=3C=CC=CC3)[Pd]([P](C=4C=CC=CC4)(C=5C=CC=CC5)C=6C=CC=CC6)([P](C=7C=CC=CC7)(C=8C=CC=CC8)C=9C=CC=CC9)[P](C=1C=CC=CC1)(C=1C=CC=CC1)C=1C=CC=CC1 (Pd(PPh3)4). Solvent: C1=CC=CC=C1 (benzene), CCO (EtOH), O (water). Run at temperature 80 celsius. Yields the product FC1=C(C=CC=C1)C=1C(CCC1)CCO (2-[2-(2-fluoro-phenyl)-cyclopent-2-enyl]-ethanol). As a reaction SMILES: Br[C:2]1[CH:3]([CH2:7][CH2:8][OH:9])[CH2:4][CH2:5][CH:6]=1.C([O-])([O-])=O.[Na+].[Na+].[F:16][C:17]1[CH:22]=[CH:21][CH:20]=[CH:19][C:18]=1B(O)O>C1C=CC=CC=1.CCO.O.C1C=CC([P]([Pd]([P](C2C=CC=CC=2)(C2C=CC=CC=2)C2C=CC=CC=2)([P](C2C=CC=CC=2)(C2C=CC=CC=2)C2C=CC=CC=2)[P](C2C=CC=CC=2)(C2C=CC=CC=2)C2C=CC=CC=2)(C2C=CC=CC=2)C2C=CC=CC=2)=CC=1>[F:16][C:17]1[CH:22]=[CH:21][CH:20]=[CH:19][C:18]=1[C:2]1[CH:3]([CH2:7][CH2:8][OH:9])[CH2:4][CH2:5][CH:6]=1 |f:1.2.3,^1:39,41,60,79|. Reported procedure: 2-(2-Bromo-cyclopent-2-enyl)-ethanol Intermediate FIVE1 (1.21 g, 6.33 mmol) in benzene (40 mL), and Na2CO3 (7 mL, 2M) was treated with a solution of 2-fluorophenylboronic acid (1.08 g, 7.72 mmol) in EtOH (28 mL). Tetrakis(triphenylphosphine)palladium(0), Pd(PPh3)4 (0.38 g, 5 mol %) was added and the mixture was heated to 80° C. for 1.5 h. The mixture was diluted with water and extracted with diethyl ether (2×). The combined organic layers were dried over MgSO4, filtered and evaporated to dryness... Reactants: OC=1C=C(CCO)C=CC1OC (3-hydroxy-4-methoxyphenethyl alcohol), S(=O)(Cl)Cl (thionyl chloride). Solvent: C(Cl)Cl (methylene chloride). Product: OC=1C=C(CCCl)C=CC1OC (3-Hydroxy-4-methoxyphenethyl chloride). Yield: 33.0%. As a reaction SMILES: [OH:1][C:2]1[CH:3]=[C:4]([CH:8]=[CH:9][C:10]=1[O:11][CH3:12])[CH2:5][CH2:6]O.S(Cl)([Cl:15])=O>C(Cl)Cl>[OH:1][C:2]1[CH:3]=[C:4]([CH:8]=[CH:9][C:10]=1[O:11][CH3:12])[CH2:5][CH2:6][Cl:15]. Procedure details: A mixture of 3-hydroxy-4-methoxyphenethyl alcohol (2.25 g) and thionyl chloride (5 ml) in methylene chloride (120 ml) was heated under reflux for 16 hours and evaporated. The residue was azeotroped twice with hexane and purified by chromatography on silica (30 g) using methylene chloride plus 0-6% methanol as the eluant. Appropriate fractions were combined and evaporated to give the title compound as a colourless solid (0.82 g, 33%), m.p. 53°-54°, which was characterised by its 1H-n.m.r. spectru... Reactants: OO (H2O2), FC=1C=C(C=NC1)OCC#N (2-((5-fluoropyridin-3-yl)oxy)acetonitrile), C(=O)([O-])[O-].[K+].[K+] (K2CO3), CS(=O)C (DMSO). The solvent is O (H2O). Conditions: time 5 minute. Yields the product FC=1C=C(C=NC1)OCC(=O)N (2-((5-fluoropyridin-3-yl)oxy)acetamide). The yield is 60.1%. RXN SMILES: [F:1][C:2]1[CH:3]=[C:4]([O:8][CH2:9][C:10]#[N:11])[CH:5]=[N:6][CH:7]=1.C([O-])([O-])=[O:13].[K+].[K+].CS(C)=O.OO>O>[F:1][C:2]1[CH:3]=[C:4]([O:8][CH2:9][C:10]([NH2:11])=[O:13])[CH:5]=[N:6][CH:7]=1 |f:1.2.3|. Procedure: To a mixture of 2-((5-fluoropyridin-3-yl)oxy)acetonitrile (0.55 g, 3.62 mmol), K2CO3 (0.60 g, 4.34 mmol) and DMSO (0.55 mL) in H2O (8 mL) was added H2O2 (0.55 mL, 30%) dropwise in an ice bath and the mixture was stirred at rt for 5 min. It was then concentrated in vacuo and the residue was purified by a silica gel column chromatography (EtOAc) to give the title compound as a white solid (0.37 g, 60%). The reactants are C1(=CC=CC=C1)S(=O)(=O)C1=C(C2=CC=CC=C2C(=C1)O)O (2-phenylsulfonyl-1,4-dihydroxynaphthalene). The reagents and catalysts are [O-2].[O-2].[Mn+4] (manganese dioxide). Run in CC(=O)C (acetone). Yields the product C1(=CC=CC=C1)S(=O)(=O)C=1C(C2=CC=CC=C2C(C1)=O)=O (2-phenylsulfonyl-1,4-naphthoquinone). As a reaction SMILES: [C:1]1([S:7]([C:10]2[CH:19]=[C:18]([OH:20])[C:17]3[C:12](=[CH:13][CH:14]=[CH:15][CH:16]=3)[C:11]=2[OH:21])(=[O:9])=[O:8])[CH:6]=[CH:5][CH:4]=[CH:3][CH:2]=1>CC(C)=O.[O-2].[O-2].[Mn+4]>[C:1]1([S:7]([C:10]2[C:11](=[O:21])[C:12]3[C:17]([C:18](=[O:20])[CH:19]=2)=[CH:16][CH:15]=[CH:14][CH:13]=3)(=[O:9])=[O:8])[CH:2]=[CH:3][CH:4]=[CH:5][CH:6]=1 |f:2.3.4|. Reported procedure: 10 g of compound (4) prepared above was suspended in 150 ml of acetone, and manganese dioxide was added thereto in an excess amount, followed by refluxing for 3 hours. Inorganic matter was removed by hot filtration, and the solvent was distilled off to obtain compound (5) as crystals. Yield: 4.5 g (45%).